From a dataset of the Open Reaction Database (ORD), a public repository of structured organic reaction records. describe an organic reaction: reactants, conditions, products, and yield The reactants are C(C)(=O)NCC=1SC(=CC1)C(C)=O (2-acetylaminomethyl-5-acetylthiophene), BrBr (bromine). Solvent: C(Cl)(Cl)Cl (chloroform). Reaction conditions: time 30 minute. Yields the product C(C)(=O)NCC=1SC(=CC1)C(CBr)=O (2-acetylaminomethyl-5-bromoacetylthiophene). As a reaction SMILES: [C:1]([NH:4][CH2:5][C:6]1[S:7][C:8]([C:11](=[O:13])[CH3:12])=[CH:9][CH:10]=1)(=[O:3])[CH3:2].[Br:14]Br>C(Cl)(Cl)Cl>[C:1]([NH:4][CH2:5][C:6]1[S:7][C:8]([C:11](=[O:13])[CH2:12][Br:14])=[CH:9][CH:10]=1)(=[O:3])[CH3:2]. Procedure details: To a solution of 40.3 g of 2-acetylaminomethyl-5-acetylthiophene in 500 ml of chloroform is added dropwise bromine under cooling with ice at 5°-10° C., and the mixture is stirred at room temperature for 30 minutes. After the resulting mixture is washed with water, dried over anhydrous magnesium sulfate and concentrated, the residue is recrystallized from ethanol to give 2-acetylaminomethyl-5-bromoacetylthiophene, melting at 129°-131° C. RXN SMILES: [C:22](=[O:23])([O-:24])[O-:25].[C:33]([CH3:34])([CH3:35])([CH3:36])[O:37][C:38]([NH:39][CH2:40][CH2:41][SH:42])=[O:43].[CH3:1][O:2][C:3]([c:4]1[c:5]([O:19][CH3:20])[cH:6][c:7]([CH3:18])[c:8](-[c:10]2[n:11][c:12]([NH2:17])[n:13][c:14]([Cl:16])[cH:15]2)[cH:9]1)=[O:21].[CH3:28][N:29]([CH3:30])[CH:31]=[O:32].[CH3:44][CH2:45][O:46][C:47](=[O:48])[CH3:49].[K+:26].[K+:27]>>[CH3:1][O:2][C:3]([c:4]1[c:5]([O:19][CH3:20])[cH:6][c:7]([CH3:18])[c:8](-[c:10]2[n:11][c:12]([NH2:17])[n:13][c:14]([S:42][CH2:41][CH2:40][NH:39][C:38]([O:37][C:33]([CH3:34])([CH3:35])[CH3:36])=[O:43])[cH:15]2)[cH:9]1)=[O:21]. Product: COC(=O)c1cc(-c2cc(SCCNC(=O)OC(C)(C)C)nc(N)n2)c(C)cc1OC. The reactants are O=C([O-])[O-], CC(C)(C)OC(=O)NCCS, COC(=O)c1cc(-c2cc(Cl)nc(N)n2)c(C)cc1OC, CN(C)C=O, CCOC(C)=O, [K+], [K+]. Starting materials: CI, CN(C)C=O, CC1(C)NC(=S)CS1, [H][H]. Product: CSC1=NC(C)(C)SC1. RXN SMILES: [CH3:11][I:12].[CH3:13][N:14]([CH3:15])[CH:16]=[O:17].[CH3:1][C:2]1([CH3:8])[S:3][CH2:4][C:5](=[S:7])[NH:6]1.[H:9][H:10]>>[CH3:1][C:2]1([CH3:8])[S:3][CH2:4][C:5]([S:7][CH3:11])=[N:6]1. Starting materials: BrC1=CC=C(OCC(C)(O)C)C=C1 (1-(4-bromophenoxy)-2-methylpropan-2-ol), CNCCNC (N,N′-dimethylethylenediamine), ClC1=CC=C(CCOC=2C(NC=CN2)=O)C=C1 (3-(4-chlorophenethoxy)pyrazin-2(1H)-one), [O-]P(=O)([O-])[O-].[K+].[K+].[K+] (K3PO4). Reagents/catalysts: [Cu]I (copper (1) iodide). The solvent is O1CCOCC1 (dioxane). The product is ClC1=CC=C(CCOC=2C(N(C=CN2)C2=CC=C(C=C2)OCC(C)(C)O)=O)C=C1 (3-(4-chlorophenethoxy)-1-(4-(2-hydroxy-2-methylpropoxy)phenyl)pyrazin-2(1H)-one). Yield: 73.1%. As a reaction SMILES: [Cl:1][C:2]1[CH:17]=[CH:16][C:5]([CH2:6][CH2:7][O:8][C:9]2[C:10](=[O:15])[NH:11][CH:12]=[CH:13][N:14]=2)=[CH:4][CH:3]=1.[O-]P([O-])([O-])=O.[K+].[K+].[K+].Br[C:27]1[CH:38]=[CH:37][C:30]([O:31][CH2:32][C:33]([CH3:36])([OH:35])[CH3:34])=[CH:29][CH:28]=1.CNCCNC>O1CCOCC1.[Cu]I>[Cl:1][C:2]1[CH:3]=[CH:4][C:5]([CH2:6][CH2:7][O:8][C:9]2[C:10](=[O:15])[N:11]([C:27]3[CH:38]=[CH:37][C:30]([O:31][CH2:32][C:33]([OH:35])([CH3:34])[CH3:36])=[CH:29][CH:28]=3)[CH:12]=[CH:13][N:14]=2)=[CH:16][CH:17]=1 |f:1.2.3.4|. Reported procedure: A mixture of 3-(4-chlorophenethoxy)pyrazin-2(1H)-one (25 mg, 0.100 mmol), K3PO4. (63.5 mg, 0.299 mmol), copper (1) iodide (18.99 mg, 0.100 mmol), 1-(4-bromophenoxy)-2-methylpropan-2-ol and N,N′-dimethylethylenediamine (0.032 mL, 0.299 mmol) in dioxane (1.0 mL) was stirred at 110° C. for 60 min. After removal of the precipitate by filtration, the filtrate was concentrated. The crude product was purified by silica gel chromatography employing a solvent gradient (CH2Cl2 to 10% MeOH/CH2Cl2) to elute... Starting materials: O (water), BrC=1C=C2C=CNC2=NC1 (5-bromo-7-azaindole), [Cl-].[Cl-].[Cl-].[Al+3] (aluminum trichloride), FC1=C(C(=O)Cl)C=CC=C1OC (2-fluoro-3-methoxy-benzoyl chloride), carboxylic acid. Run in C(Cl)Cl (methylene chloride), C(Cl)Cl (methylene chloride). Reaction conditions: time 60 minute. Product: BrC=1C=C2C(=NC1)NC=C2C(=O)C2=C(C(=CC=C2)OC)F ((5-bromo-1H-pyrrolo[2,3-b]pyridin-3-yl)-(2-fluoro-3-methoxy-phenyl)-methanone). RXN SMILES: [Br:1][C:2]1[CH:3]=[C:4]2[C:8](=[N:9][CH:10]=1)[NH:7][CH:6]=[CH:5]2.[Cl-].[Cl-].[Cl-].[Al+3].[F:15][C:16]1[C:24]([O:25][CH3:26])=[CH:23][CH:22]=[CH:21][C:17]=1[C:18](Cl)=[O:19].O>C(Cl)Cl>[Br:1][C:2]1[CH:3]=[C:4]2[C:5]([C:18]([C:17]3[CH:21]=[CH:22][CH:23]=[C:24]([O:25][CH3:26])[C:16]=3[F:15])=[O:19])=[CH:6][NH:7][C:8]2=[N:9][CH:10]=1 |f:1.2.3.4|. Procedure: To 5-bromo-1H-pyrrolo[2,3-b]pyridine (67, 2.00 g, 0.0102 mol) in methylene chloride (120 mL), under an atmosphere of nitrogen, was added aluminum trichloride (8.20 g, 0.0615 mol). The reaction was stirred at room temperature for 60 minutes, then 2-fluoro-3-methoxy-benzoyl chloride (34, 2.12 g, 0.0112 mol, prepared from the corresponding carboxylic acid using the protocol of Example 1, Scheme 13, Step 4), dissolved in methylene chloride (20.0 mL), was added. After 2 hours, the reaction mixture wa... Reactants: Cl.C1OC=2C=C(C=CC2O1)C(CN)O (1-(3,4-methylenedioxyphenyl)-2-aminoethanol hydrochloride), [H][H] (hydrogen), aqueous solution, C(C)=O (acetaldehyde). Reagents/catalysts: [Ni] (Raney nickel). Run in C(C)O (ethanol). The product is Cl.C1OC=2C=C(C=CC2O1)C(CNCC)O (1-(3,4-methylenedioxyphenyl)-2-ethylaminoethanol hydrochloride). Reaction SMILES: [ClH:1].[CH2:2]1[O:10][C:9]2[CH:8]=[CH:7][C:6]([CH:11]([OH:14])[CH2:12][NH2:13])=[CH:5][C:4]=2[O:3]1.[CH:15](=O)[CH3:16].[H][H]>[Ni].C(O)C>[ClH:1].[CH2:2]1[O:10][C:9]2[CH:8]=[CH:7][C:6]([CH:11]([OH:14])[CH2:12][NH:13][CH2:15][CH3:16])=[CH:5][C:4]=2[O:3]1 |f:0.1,6.7|. Procedure details: 18 g. of 1-(3,4-methylenedioxyphenyl)-2-aminoethanol hydrochloride are dissolved in 300 ml. of ethanol and 50 ml. of 80% aqueous solution of acetaldehyde. To the resulting solution are added 0.5 g. of extended Raney nickel and the mixture is heated at 70° C. in an atmosphere of hydrogen in a 1 liter-autoclave. After the absorption of hydrogen is complete, the mixture is cooled. Then the catalyst is filtered off and the filtrate is concentrated to dryness. Upon recrystallization of the crude crys...